Task: describe an organic reaction: reactants, conditions, products, and yield. Dataset: the Open Reaction Database (ORD), a public repository of structured organic reaction records The reactants are CC(CCCCOCCCCC1=CC=C(C=C1)N1CCOCC1)(C)NC(OCC1=CC=CC=C1)=O ((Phenylmethyl) 1,1-dimethyl-5-[4-[4-(4-morpholinyl)phenyl]butoxy]pentylcarbamate). Reagents/catalysts: [Pd]=O (palladium oxide). Run in C(C)O (ethanol), C(C)O (ethanol). The product is CC(CCCCOCCCCC1=CC=C(C=C1)N1CCOCC1)(N)C (1,1-Dimethyl-5-[4-[4-(4-morpholinyl)phenyl]butoxy]pentanamine). The yield is 90.3%. RXN SMILES: [CH3:1][C:2]([NH:25]C(=O)OCC1C=CC=CC=1)([CH3:24])[CH2:3][CH2:4][CH2:5][CH2:6][O:7][CH2:8][CH2:9][CH2:10][CH2:11][C:12]1[CH:17]=[CH:16][C:15]([N:18]2[CH2:23][CH2:22][O:21][CH2:20][CH2:19]2)=[CH:14][CH:13]=1>C(O)C.[Pd]=O>[CH3:1][C:2]([CH3:24])([NH2:25])[CH2:3][CH2:4][CH2:5][CH2:6][O:7][CH2:8][CH2:9][CH2:10][CH2:11][C:12]1[CH:13]=[CH:14][C:15]([N:18]2[CH2:23][CH2:22][O:21][CH2:20][CH2:19]2)=[CH:16][CH:17]=1. Procedure: A solution of the product of stage (ii) (4.60 g) in absolute ethanol (75 ml) was hydrogenated at room temperature and atmospheric pressure over a pre-reduced 10% palladium oxide on carbon catalyst (1 g, 50% paste in water) in absolute ethanol (25 ml). The catalyst was removed by filtration through `hyflo` and the solvent evaporated in vacuo at 40° to yield the title compound as a colourless oil (3.0 g). T.l.c. (T-ET-A 39:10:1) Rf 0.32.